From a dataset of the Open Reaction Database (ORD), a public repository of structured organic reaction records. describe an organic reaction: reactants, conditions, products, and yield Reactants: [BH4-], CO, NC(=O)c1cnc(Oc2ccc(C=O)cc2)cn1, [Na+], NCCC1CCOCC1. Product: NC(=O)c1cnc(Oc2ccc(CNCCC3CCOCC3)cc2)cn1. RXN SMILES: [BH4-:28].[CH3:30][OH:31].[CH:1](=[O:2])[c:3]1[cH:4][cH:5][c:6]([O:7][c:8]2[n:9][cH:10][c:11]([C:14](=[O:15])[NH2:16])[n:12][cH:13]2)[cH:17][cH:18]1.[Na+:29].[O:19]1[CH2:20][CH2:21][CH:22]([CH2:25][CH2:26][NH2:27])[CH2:23][CH2:24]1>>[CH2:1]([c:3]1[cH:4][cH:5][c:6]([O:7][c:8]2[n:9][cH:10][c:11]([C:14](=[O:15])[NH2:16])[n:12][cH:13]2)[cH:17][cH:18]1)[NH:27][CH2:26][CH2:25][CH:22]1[CH2:21][CH2:20][O:19][CH2:24][CH2:23]1.